describe an organic reaction: reactants, conditions, products, and yield From a dataset of the Open Reaction Database (ORD), a public repository of structured organic reaction records. The reactants are FC1(OC2=C(O1)C=CC(=C2)NCC#C)F (N-(2,2-difluoro-1,3-benzodioxol-5-yl)-N-prop-2-ynylamine), C(C)(=O)N=C=S (acetyl isothiocyanate). Run in C1CCOC1 (THF). Product: FC1(OC2=C(O1)C=CC(=C2)N2/C(/SC(C2)=C)=N/C(C)=O)F (N-[(2Z)-3-(2,2-difluoro-1,3-benzodioxol-5-yl)-5-methylene-1,3-thiazolidin-2-ylidene]acetamide). RXN SMILES: [F:1][C:2]1([F:15])[O:6][C:5]2[CH:7]=[CH:8][C:9]([NH:11][CH2:12][C:13]#[CH:14])=[CH:10][C:4]=2[O:3]1.[C:16]([N:19]=[C:20]=[S:21])(=[O:18])[CH3:17]>C1COCC1>[F:15][C:2]1([F:1])[O:6][C:5]2[CH:7]=[CH:8][C:9]([N:11]3[CH2:12][C:13](=[CH2:14])[S:21]/[C:20]/3=[N:19]\[C:16](=[O:18])[CH3:17])=[CH:10][C:4]=2[O:3]1. Procedure: A solution of Example 1 (1.4 g, 6.63 mmol) and acetyl isothiocyanate (0.60 mL, 6.63 mmol) in dry THF (25 mL) was stirred at room temperature for 3 hours. The solvent was removed under reduced pressure and the residue purified by column chromatography using DCM as eluant to provide the titled compound. 1H NMR (CDCl3) δ ppm 2.20 (3H), 3.73 (2H), 4.85-5.00 (2H), 7.00-7.25 (3H); MS (ESI) 313 (M+H). Starting materials: BrC=1C=C2C(C(NC2=CC1)=O)=O (5-bromoisatin), Cl.NO (hydroxylamine hydrochloride), C(C)(=O)[O-].[Na+] (sodium acetate). Solvent: O (water). Yields the product BrC=1C=C2C(C(NC2=CC1)=NO)=O (5-bromoisatin oxime). The yield is 76.0%. Reaction SMILES: [Br:1][C:2]1[CH:3]=[C:4]2[C:8](=[CH:9][CH:10]=1)[NH:7][C:6](=O)[C:5]2=[O:12].Cl.[NH2:14][OH:15].C([O-])(=O)C.[Na+]>O>[Br:1][C:2]1[CH:3]=[C:4]2[C:8](=[CH:9][CH:10]=1)[NH:7][C:6](=[N:14][OH:15])[C:5]2=[O:12] |f:1.2,3.4|. Reported procedure: 3.3 g of 5-bromoisatin, 0.8 g of hydroxylamine hydrochloride and 1.6 g of sodium acetate are held at reflux in 50 ml of water for 1.5 hrs. The yellow crystals are filtered off and dried. 2.11 g of 5-bromoisatin oxime are isolated. Yield: 83%. M.p.=215° (decomposition).